Dataset: the Open Reaction Database (ORD), a public repository of structured organic reaction records. Task: describe an organic reaction: reactants, conditions, products, and yield Starting materials: CS(=O)(=O)OS(C)(=O)=O, CCOC(C)=O, O=C([N-]CC(O)c1ccccc1)c1ccc(-c2ccc(Cl)cc2)cc1, ClCCl, [Na+], O=C([O-])O, c1ccncc1. Product: Clc1ccc(-c2ccc(C3=NCC(c4ccccc4)O3)cc2)cc1. RXN SMILES: [CH3:26][S:27]([O:28][S:29]([CH3:30])(=[O:31])=[O:32])(=[O:33])=[O:34].[CH3:35][CH2:36][O:37][C:38](=[O:39])[CH3:40].[Cl:1][c:2]1[cH:3][cH:4][c:5](-[c:8]2[cH:9][cH:10][c:11]([C:14](=[O:15])[N-:16][CH2:17][CH:18]([c:19]3[cH:20][cH:21][cH:22][cH:23][cH:24]3)[OH:25])[cH:12][cH:13]2)[cH:6][cH:7]1.[Cl:52][CH2:53][Cl:54].[Na+:41].[OH:42][C:43](=[O:44])[O-:45].[cH:46]1[cH:47][cH:48][n:49][cH:50][cH:51]1>>[Cl:1][c:2]1[cH:3][cH:4][c:5](-[c:8]2[cH:9][cH:10][c:11]([C:14]3=[N:16][CH2:17][CH:18]([c:19]4[cH:20][cH:21][cH:22][cH:23][cH:24]4)[O:15]3)[cH:12][cH:13]2)[cH:6][cH:7]1. Starting materials: C(C)(C)N(C(C)C)CC (N,N-diisopropylethylamine), OC(=O)C(F)(F)F.BrC=1C=C2N(N=CC(=C2N[C@H]2[C@@H]([C@@H]3[C@@H](CNC3)C2)C)C(=O)N)C1 (6-bromo-4-(((3aS,4R,5R,6aS)-4-methyloctahydrocyclopenta[c]pyrrol-5-yl)amino)pyrrolo[1,2-b]pyridazine-3-carboxamide TFA salt), OCC(=O)O (2-hydroxyacetic acid), (benzotriazol-1-yloxy)tris(dimethylamine)phosphonium hexafluorophosphate. The solvent is CN(C=O)C (N,N-dimethylformamide), C([O-])(O)=O.[Na+] (sodium bicarbonate), C(C)(=O)OCC (ethyl acetate). Run at time 1 hour. Yields the product BrC=1C=C2N(N=CC(=C2N[C@H]2[C@@H]([C@@H]3[C@@H](CN(C3)C(CO)=O)C2)C)C(=O)N)C1 (6-bromo-4-(((3aS,4R,5R,6aS)-2-(2-hydroxyacetyl)-4-methyloctahydrocyclopenta[c]pyrrol-5-yl)amino)pyrrolo[1,2-b]pyridazine-3-carboxamide). Yield: 94.7%. RXN SMILES: C(N(CC)C(C)C)(C)C.OC(C(F)(F)F)=O.[Br:17][C:18]1[CH:19]=[C:20]2[C:25]([NH:26][C@@H:27]3[CH2:34][C@@H:30]4[CH2:31][NH:32][CH2:33][C@@H:29]4[C@H:28]3[CH3:35])=[C:24]([C:36]([NH2:38])=[O:37])[CH:23]=[N:22][N:21]2[CH:39]=1.[OH:40][CH2:41][C:42](O)=[O:43]>CN(C)C=O.C(=O)(O)[O-].[Na+].C(OCC)(=O)C>[Br:17][C:18]1[CH:19]=[C:20]2[C:25]([NH:26][C@@H:27]3[CH2:34][C@@H:30]4[CH2:31][N:32]([C:41](=[O:40])[CH2:42][OH:43])[CH2:33][C@@H:29]4[C@H:28]3[CH3:35])=[C:24]([C:36]([NH2:38])=[O:37])[CH:23]=[N:22][N:21]2[CH:39]=1 |f:1.2,5.6|. Reported procedure: N,N-diisopropylethylamine (0.532 mL, 3.05 mmol) was added to a solution of 6-bromo-4-(((3 aS,4R,5R,6aS)-4-methyloctahydrocyclopenta[c]pyrrol-5-yl)amino)pyrrolo[1,2-b]pyridazine-3-carboxamide TFA salt from Step 2 of Example 59 (250 mg, 0.508 mmol), 2-hydroxyacetic acid (77 mg, 1.016 mmol) and (benzotriazol-1-yloxy)tris(dimethylamine)phosphonium hexafluorophosphate (449 mg, 1.016 mmol) in N,N-dimethylformamide (5 mL). After 1 h at room temperature, the mixture was diluted with saturated sodium bic... RXN SMILES: [Cl:1][C:2]1[CH:26]=[C:25]([Cl:27])[C:24]([C:28]2[CH:33]=[CH:32][C:31]([F:34])=[CH:30][N:29]=2)=[CH:23][C:3]=1[C:4]([NH:6][C:7]1[N:11]([C:12]2[CH:17]=[CH:16][CH:15]=[CH:14][CH:13]=2)[N:10]=[C:9]([C:18]([O:20]CC)=[O:19])[CH:8]=1)=[O:5].[OH-].[Na+]>C(O)C>[Cl:1][C:2]1[CH:26]=[C:25]([Cl:27])[C:24]([C:28]2[CH:33]=[CH:32][C:31]([F:34])=[CH:30][N:29]=2)=[CH:23][C:3]=1[C:4]([NH:6][C:7]1[N:11]([C:12]2[CH:13]=[CH:14][CH:15]=[CH:16][CH:17]=2)[N:10]=[C:9]([C:18]([OH:20])=[O:19])[CH:8]=1)=[O:5] |f:1.2|. Run at time 1 hour. The yield is 90.0%. Starting materials: ClC1=C(C(=O)NC2=CC(=NN2C2=CC=CC=C2)C(=O)OCC)C=C(C(=C1)Cl)C1=NC=C(C=C1)F (ethyl 5-(2,4-dichloro-5-(5-fluoropyridin-2-yl)benzamido)-1-phenyl-1H-pyrazole-3-carboxylate), [OH-].[Na+] (sodium hydroxide). Product: ClC1=C(C(=O)NC2=CC(=NN2C2=CC=CC=C2)C(=O)O)C=C(C(=C1)Cl)C1=NC=C(C=C1)F (5-(2,4-dichloro-5-(5-fluoropyridin-2-yl)benzamido)-1-phenyl-1H-pyrazole-3-carboxylic acid). Solvent: C(C)O (ethanol). Procedure: To a suspension of ethyl 5-(2,4-dichloro-5-(5-fluoropyridin-2-yl)benzamido)-1-phenyl-1H-pyrazole-3-carboxylate (Example 116, 822 mg, 1.65 mmol) in ethanol (15 mL) was added 2M aqueous sodium hydroxide (4.1 mL, 8.23 mmol) and the reaction was stirred at room temperature for 1 hour. The reaction mixture was concentrated in vacuo. The residue was diluted with water (25 mL) and neutralised with 2M aqueous hydrochloric acid. The resultant solid was filtered, washed with water and dried in vacuo to af... The reactants are NC1=C(C(=C(C=C1)F)F)O (2-amino-5,6-difluorophenol), FC1=C(C(=O)Cl)C=C(C=C1)[N+](=O)[O-] (2-fluoro-5-nitrobenzoyl chloride). Product: OC1=C(C=CC(=C1F)F)NC(C1=C(C=CC(=C1)[N+](=O)[O-])F)=O (N-(2-Hydroxy-3,4-difluorophenyl)-2-fluoro-5-nitrobenzamide). As a reaction SMILES: [NH2:1][C:2]1[CH:7]=[CH:6][C:5]([F:8])=[C:4]([F:9])[C:3]=1[OH:10].[F:11][C:12]1[CH:20]=[CH:19][C:18]([N+:21]([O-:23])=[O:22])=[CH:17][C:13]=1[C:14](Cl)=[O:15]>>[OH:10][C:3]1[C:4]([F:9])=[C:5]([F:8])[CH:6]=[CH:7][C:2]=1[NH:1][C:14](=[O:15])[C:13]1[CH:17]=[C:18]([N+:21]([O-:23])=[O:22])[CH:19]=[CH:20][C:12]=1[F:11]. Procedure details: Prepared by the method of Example 15a), from 2-amino-5,6-difluorophenol (334 mg, 2.3 mmol) and 2-fluoro-5-nitrobenzoyl chloride (468 mg, 2.3 mmol) the subtitle compound was obtained. The product was used directly in the next step without purification. Reactants: COC(=O)C(Cc1ccc(-c2csc(CNCC(=O)OC(C)(C)C)c2)cc1)Nc1ccccc1C(=O)c1ccccc1, ClCCl, O=C(O)C(F)(F)F. The product is CNCc1cc(-c2ccc(CC(Nc3ccccc3C(=O)c3ccccc3)C(=O)OC)cc2)cs1. As a reaction SMILES: [C:1]([c:2]1[cH:3][cH:4][cH:5][cH:6][cH:7]1)(=[O:8])[c:9]1[c:10]([NH:15][CH:16]([C:17](=[O:18])[O:19][CH3:20])[CH2:21][c:22]2[cH:23][cH:24][c:25](-[c:28]3[cH:29][s:30][c:31]([CH2:33][NH:34][CH2:35][C:36]([O:37][C:38]([CH3:39])([CH3:40])[CH3:41])=[O:42])[cH:32]3)[cH:26][cH:27]2)[cH:11][cH:12][cH:13][cH:14]1.[Cl:50][CH2:51][Cl:52].[OH:43][C:44]([C:45]([F:46])([F:47])[F:48])=[O:49]>>[C:1]([c:2]1[cH:3][cH:4][cH:5][cH:6][cH:7]1)(=[O:8])[c:9]1[c:10]([NH:15][CH:16]([C:17](=[O:18])[O:19][CH3:20])[CH2:21][c:22]2[cH:23][cH:24][c:25](-[c:28]3[cH:29][s:30][c:31]([CH2:33][NH:34][CH3:35])[cH:32]3)[cH:26][cH:27]2)[cH:11][cH:12][cH:13][cH:14]1. Reactants: C1(CC1)NC(C1=CC(=C(C=C1)C)NC(C1=CC=C(C=C1)O)=O)=O (N-cyclopropyl-3-[(4-hydroxybenzoyl)amino]-4-methylbenzamide), O1C(OCC1)COC=1C=CC(=NC1)CO ([5-(1,3-dioxolan-2-ylmethoxy)-pyridin-2-yl]methanol), C1(=CC=CC=C1)P(C1=CC=CC=C1)C1=CC=CC=C1 (triphenylphosphine), N(=NC(=O)OC(C)(C)C)C(=O)OC(C)(C)C (di-tert-butyl azodicarboxylate). The solvent is C1CCOC1 (THF). Reaction conditions: time 16 hour. Yields the product C1(CC1)NC(C1=CC(=C(C=C1)C)NC(C1=CC=C(C=C1)OCC1=NC=C(C=C1)OCC1OCCO1)=O)=O (N-cyclopropyl-3-[(4-{[5-(1,3-dioxolan-2-ylmethoxy)pyridin-2-yl]methoxy}benzoyl)amino]-4-methylbenzamide). Isolated yield 75.5%. As a reaction SMILES: [CH:1]1([NH:4][C:5](=[O:23])[C:6]2[CH:11]=[CH:10][C:9]([CH3:12])=[C:8]([NH:13][C:14](=[O:22])[C:15]3[CH:20]=[CH:19][C:18]([OH:21])=[CH:17][CH:16]=3)[CH:7]=2)[CH2:3][CH2:2]1.[O:24]1[CH2:28][CH2:27][O:26][CH:25]1[CH2:29][O:30][C:31]1[CH:32]=[CH:33][C:34]([CH2:37]O)=[N:35][CH:36]=1.C1(P(C2C=CC=CC=2)C2C=CC=CC=2)C=CC=CC=1.N(C(OC(C)(C)C)=O)=NC(OC(C)(C)C)=O>C1COCC1>[CH:1]1([NH:4][C:5](=[O:23])[C:6]2[CH:11]=[CH:10][C:9]([CH3:12])=[C:8]([NH:13][C:14](=[O:22])[C:15]3[CH:16]=[CH:17][C:18]([O:21][CH2:37][C:34]4[CH:33]=[CH:32][C:31]([O:30][CH2:29][CH:25]5[O:26][CH2:27][CH2:28][O:24]5)=[CH:36][N:35]=4)=[CH:19][CH:20]=3)[CH:7]=2)[CH2:2][CH2:3]1. Reported procedure: To a stirred solution of N-cyclopropyl-3-[(4-hydroxybenzoyl)amino]-4-methylbenzamide (3.1 g, 10 mmol) in dry THF (200 mL) at 25° C. was added [5-(1,3-dioxolan-2-ylmethoxy)-pyridin-2-yl]methanol (2.4 g, 11 mmol), triphenylphosphine (2.9 g, 11 mmol) and di-tert-butyl azodicarboxylate (2.6 g, 11 mmol). The solution was stirred for 16 hours, then the solvent was evaporated and the residue dissolved in ethyl acetate/methanol (19:1, 50 mL) and purified by chromatography on silica, eluting with a gradi...